This data is from the Open Reaction Database (ORD), a public repository of structured organic reaction records. The task is: describe an organic reaction: reactants, conditions, products, and yield Starting materials: O=C1CCC(=O)N1Br, COC(=O)Cc1ccccc1OC, ClC(Cl)(Cl)Cl, CC(C)(C#N)N=NC(C)(C)C#N. RXN SMILES: [Br:14][N:15]1[C:16](=[O:17])[CH2:18][CH2:19][C:20]1=[O:21].[CH3:1][O:2][c:3]1[c:4]([CH2:9][C:10](=[O:11])[O:12][CH3:13])[cH:5][cH:6][cH:7][cH:8]1.[Cl:34][C:35]([Cl:36])([Cl:37])[Cl:38].[N:22]#[C:23][C:24]([N:25]=[N:26][C:27]([C:28]#[N:29])([CH3:30])[CH3:31])([CH3:32])[CH3:33]>>[CH3:1][O:2][c:3]1[c:4]([CH:9]([C:10](=[O:11])[O:12][CH3:13])[Br:14])[cH:5][cH:6][cH:7][cH:8]1. Product: COC(=O)C(Br)c1ccccc1OC. As a reaction SMILES: [CH3:1][O:2][C:3]1[CH:12]=[C:11]2[C:6]([CH:7]=[CH:8][CH:9]=[C:10]2[CH2:13][CH2:14][CH2:15][NH:16][C:17](=[O:19])[CH3:18])=[CH:5][CH:4]=1.[C:20](Cl)(=[O:27])[C:21]1[CH:26]=[CH:25][CH:24]=[CH:23][CH:22]=1>>[CH3:1][O:2][C:3]1[CH:12]=[C:11]2[C:6]([CH:7]=[C:8]([C:20](=[O:27])[C:21]3[CH:26]=[CH:25][CH:24]=[CH:23][CH:22]=3)[CH:9]=[C:10]2[CH2:13][CH2:14][CH2:15][NH:16][C:17](=[O:19])[CH3:18])=[CH:5][CH:4]=1. Yields the product COC1=CC=C2C=C(C=C(C2=C1)CCCNC(C)=O)C(C1=CC=CC=C1)=O (N-[3-(7-METHOXY-3-BENZOYL-1-NAPHTHYL)PROPYL]ACETAMIDE). Reactants: COC1=CC=C2C=CC=C(C2=C1)CCCNC(C)=O (N-[3-(7-methoxy-1-naphthyl)propyl]acetamide), C(C1=CC=CC=C1)(=O)Cl (benzoyl chloride). Procedure details: By reacting N-[3-(7-methoxy-1-naphthyl)propyl]acetamide obtained in Example 1 with benzoyl chloride, the compound of the title is obtained. Reactants: BrC1=CC=C(C=C1)C1N(C(CC1)C1=CC=C(C=C1)Br)C1=CC=C(C=C1)C(C)(C)C (2,5-bis(4-bromophenyl)-1-(4-tert-butylphenyl)pyrrolidine), [Cu]C#N (copper(I) cyanide), CN(C)C=O (DMF), [OH-].[NH4+] (ammonium hydroxide). Solvent: O (water). Product: C(C)(C)(C)C1=CC=C(C=C1)N1C(CCC1C1=CC=C(C#N)C=C1)C1=CC=C(C#N)C=C1 (4,4′-(1-(4-tert-butylphenyl)pyrrolidine-2,5-diyl)dibenzonitrile). Yield: 78.0%. As a reaction SMILES: Br[C:2]1[CH:7]=[CH:6][C:5]([CH:8]2[CH2:12][CH2:11][CH:10]([C:13]3[CH:18]=[CH:17][C:16](Br)=[CH:15][CH:14]=3)[N:9]2[C:20]2[CH:25]=[CH:24][C:23]([C:26]([CH3:29])([CH3:28])[CH3:27])=[CH:22][CH:21]=2)=[CH:4][CH:3]=1.[Cu][C:31]#[N:32].[OH-].[NH4+].[CH3:35][N:36](C=O)C>O>[C:26]([C:23]1[CH:24]=[CH:25][C:20]([N:9]2[CH:8]([C:5]3[CH:6]=[CH:7][C:2]([C:35]#[N:36])=[CH:3][CH:4]=3)[CH2:12][CH2:11][CH:10]2[C:13]2[CH:18]=[CH:17][C:16]([C:31]#[N:32])=[CH:15][CH:14]=2)=[CH:21][CH:22]=1)([CH3:28])([CH3:29])[CH3:27] |f:2.3|. Procedure: A solution of Example 42C (2.0 g, 3.9 mmol) and copper(I) cyanide (1.047 g, 11.69 mmol) in DMF (19 mL) was heated in a microwave for 7 hours at 160° C. Afterwards the mixture was poured in water (700 mL) and then concentrated ammonium hydroxide (40 mL) was added and the solution extracted with EtOAc. The organic extract was dried, filtered, concentrated and the residue purified by flash chromatography (silica gel, EtOAc/hexanes) to afford 1.23 g (78%) of the title compound. MS (ESI) m/z 406 (M+H... Starting materials: N#N (N2), OS(=O)(=O)O (H2SO4), BrC1=CC=C(OC2=C(C(=O)O)C=C(C(=C2)F)OC)C=C1 (2-(4-bromophenoxy)-4-fluoro-5-methoxybenzoic acid). Run at temperature 60 celsius, time 1 hour. Product: BrC1=CC=C2OC=3C=C(C(=CC3C(C2=C1)=O)OC)F (7-bromo-3-fluoro-2-methoxy-9H-xanthen-9-one). RXN SMILES: N#N.OS(O)(=O)=O.[Br:8][C:9]1[CH:27]=[CH:26][C:12]([O:13][C:14]2[CH:22]=[C:21]([F:23])[C:20]([O:24][CH3:25])=[CH:19][C:15]=2[C:16]([OH:18])=O)=[CH:11][CH:10]=1>>[Br:8][C:9]1[CH:10]=[C:11]2[C:12]([O:13][C:14]3[CH:22]=[C:21]([F:23])[C:20]([O:24][CH3:25])=[CH:19][C:15]=3[C:16]2=[O:18])=[CH:26][CH:27]=1. Procedure: A 3 neck 22 L RBF equipped with a mechanical stirrer, temperature probe and N2 inlet was charged with concentrated H2SO4 (2.7 L) and heated to 60° C. To this mixture was added 2-(4-bromophenoxy)-4-fluoro-5-methoxybenzoic acid (1.3 kg, 3.81 mol) in portions such that the internal temp remained below 70° C. The resulting mixture was stirred at 60° C. for 1 hour at which point the reaction mixture was cooled to 0° C. and slowly poured onto ice water. The resulting solids were removed by filtration,... Starting materials: O[C@H]1C[C@H](CC1)CP(OC(C)C)=O ((±)-cis-Isopropyl (3-hydroxycyclopentanyl)methylphosphinate), CCOC(=O)/N=N/C(=O)OCC (DEAD), N=[N+]=[N-] (HN3), solution, C1(=CC=CC=C1)P(C1=CC=CC=C1)C1=CC=CC=C1 (triphenylphosphine). The solvent is O (water), C1=CC=CC=C1 (benzene), C1CCOC1 (THF). Conditions: time 12 hour. Product: N[C@@H]1C[C@H](CC1)CP(O)=O ((±)-trans-(3-Aminocyclopentanyl)methylphosphinic acid). The yield is 53.4%. As a reaction SMILES: O[C@@H:2]1[CH2:6][CH2:5][C@H:4]([CH2:7][PH:8](=[O:13])[O:9]C(C)C)[CH2:3]1.CCOC(/[N:19]=N/C(OCC)=O)=O.N=[N+]=[N-].C1(P(C2C=CC=CC=2)C2C=CC=CC=2)C=CC=CC=1>C1C=CC=CC=1.C1COCC1.O>[NH2:19][C@H:2]1[CH2:6][CH2:5][C@H:4]([CH2:7][PH:8](=[O:13])[OH:9])[CH2:3]1. Reported procedure: To a stirred solution of (±)-cis-isopropyl (3-hydroxycyclopentanyl)methylphosphinate (6) (1.6 g, 7.8 mmol), DEAD (2.5 cm3, 17.05 mmol) and HN3 (8.2 cm3 of a 1.9 M solution in benzene) in anhydrous THF (70 cm3) under an atmosphere of N2 at 0° C. was added triphenylphosphine (8.15 g, 31.2 mmol) in small portions over a period of 1 h. The reaction mixture was allowed to warm to room temperature and stirring continued for 12 h. The reaction mixture was then heated to 50° C. for 3 h after which time ... Reactants: ice water, [Cl-].[Al+3].[Cl-].[Cl-] (aluminum chloride), ClC1=CC=C(C=C1)C (p-chlorotoluene), C1(C(=C)CC(=O)O1)=O (itaconic anhydride), ClC1=CC=C(C=C1)C1=CC=CC=C1 (4-chlorobiphenyl). Reaction conditions: temperature 40 celsius. Yields the product ClC1=CC=C(C=C1)C1=CC=C(C=C1)C(CC(C(=O)O)=C)=O (4-(4′-Chlorobiphenyl-4-yl)-4-keto-2-methylenebutyric acid). Isolated yield 70.0%. Reaction SMILES: [Cl-].[Al+3].[Cl-].[Cl-].ClC1C=CC(C)=CC=1.[C:13]1(=[O:20])[O:19][C:17](=[O:18])[CH2:16][C:14]1=[CH2:15].[Cl:21][C:22]1[CH:27]=[CH:26][C:25]([C:28]2[CH:33]=[CH:32][CH:31]=[CH:30][CH:29]=2)=[CH:24][CH:23]=1>>[Cl:21][C:22]1[CH:23]=[CH:24][C:25]([C:28]2[CH:33]=[CH:32][C:31]([C:17](=[O:18])[CH2:16][C:14](=[CH2:15])[C:13]([OH:19])=[O:20])=[CH:30][CH:29]=2)=[CH:26][CH:27]=1 |f:0.1.2.3|. Reported procedure: 21.2 g of anhydrous aluminum chloride are introduced into 50 g of p-chlorotoluene and the mixture is heated to 40° C. with stirring. A solid mixture of 8.3 g of itaconic anhydride and 13.2 g of 4-chlorobiphenyl is added in portions in the course of one hour. The reaction mixture is stirred at 40° C. for 30 minutes and then added to 100 g of ice water. The solid reaction product is filtered off and washed twice with water (50 ml). The product is dried at room temperature and about 100 mbar until ...